Dataset: the Open Reaction Database (ORD), a public repository of structured organic reaction records. Task: describe an organic reaction: reactants, conditions, products, and yield Starting materials: COc1ccccc1OCCNC(=O)c1ccc([N+](=O)[O-])c(OC)c1, CN, CS(C)=O, Cl, O. Product: CNc1cc(C(=O)NCCOc2ccccc2OC)ccc1[N+](=O)[O-]. As a reaction SMILES: [CH3:1][O:2][c:3]1[c:4]([O:5][CH2:6][CH2:7][NH:8][C:9]([c:10]2[cH:11][c:12]([O:19][CH3:20])[c:13]([N+:16](=[O:17])[O-:18])[cH:14][cH:15]2)=[O:21])[cH:22][cH:23][cH:24][cH:25]1.[CH3:26][NH2:27].[CH3:28][S:29]([CH3:30])=[O:31].[ClH:32].[OH2:33]>>[CH3:1][O:2][c:3]1[c:4]([O:5][CH2:6][CH2:7][NH:8][C:9]([c:10]2[cH:11][c:12]([NH:27][CH3:26])[c:13]([N+:16](=[O:17])[O-:18])[cH:14][cH:15]2)=[O:21])[cH:22][cH:23][cH:24][cH:25]1.